Dataset: the Open Reaction Database (ORD), a public repository of structured organic reaction records. Task: describe an organic reaction: reactants, conditions, products, and yield The reactants are ClC=1C=C(C=2N(N1)C=CN2)NC2=NC(=CC=C2)N2[C@H](CCC2)C ((S)-6-chloro-N-(6-(2-methylpyrrolidin-1-yl)pyridin-2-yl)imidazo[1,2-b]pyridazin-8-amine), CC1(OB(OC1(C)C)C=1C=C(C(=O)OC)C=CC1)C (methyl 3-(4,4,5,5-tetramethyl-1,3,2-dioxaborolan-2-yl)benzoate), CC(C)C1=CC(=C(C(=C1)C(C)C)C2=C(C=CC=C2)P(C3CCCCC3)C4CCCCC4)C(C)C (X-phos), C(=O)([O-])[O-].[Na+].[Na+] (Na2CO3). The reagents and catalysts are C=1C=CC(=CC1)/C=C/C(=O)/C=C/C2=CC=CC=C2.C=1C=CC(=CC1)/C=C/C(=O)/C=C/C2=CC=CC=C2.C=1C=CC(=CC1)/C=C/C(=O)/C=C/C2=CC=CC=C2.[Pd].[Pd] (Pd2(dba)3). The solvent is O1CCOCC1 (dioxane), O (water). Reaction conditions: temperature 100 celsius, time 9 minute. The product is C[C@@H]1N(CCC1)C1=CC=CC(=N1)NC=1C=2N(N=C(C1)C=1C=C(C(=O)O)C=CC1)C=CN2 ((S)-3-(8-(6-(2-methylpyrrolidin-1-yl)pyridine-2-ylamino)imidazo[1,2-b]pyridazin-6-yl)benzoic acid). The yield is 25.7%. RXN SMILES: Cl[C:2]1[CH:3]=[C:4]([NH:11][C:12]2[CH:17]=[CH:16][CH:15]=[C:14]([N:18]3[CH2:22][CH2:21][CH2:20][C@@H:19]3[CH3:23])[N:13]=2)[C:5]2[N:6]([CH:8]=[CH:9][N:10]=2)[N:7]=1.CC1(C)C(C)(C)OB([C:32]2[CH:33]=[C:34]([CH:39]=[CH:40][CH:41]=2)[C:35]([O:37]C)=[O:36])O1.CC(C1C=C(C(C)C)C(C2C=CC=CC=2P(C2CCCCC2)C2CCCCC2)=C(C(C)C)C=1)C.C([O-])([O-])=O.[Na+].[Na+]>O1CCOCC1.O.C1C=CC(/C=C/C(/C=C/C2C=CC=CC=2)=O)=CC=1.C1C=CC(/C=C/C(/C=C/C2C=CC=CC=2)=O)=CC=1.C1C=CC(/C=C/C(/C=C/C2C=CC=CC=2)=O)=CC=1.[Pd].[Pd]>[CH3:23][C@H:19]1[CH2:20][CH2:21][CH2:22][N:18]1[C:14]1[N:13]=[C:12]([NH:11][C:4]2[C:5]3[N:6]([CH:8]=[CH:9][N:10]=3)[N:7]=[C:2]([C:32]3[CH:33]=[C:34]([CH:39]=[CH:40][CH:41]=3)[C:35]([OH:37])=[O:36])[CH:3]=2)[CH:17]=[CH:16][CH:15]=1 |f:3.4.5,8.9.10.11.12|. Procedure: A mixture of (S)-6-chloro-N-(6-(2-methylpyrrolidin-1-yl)pyridin-2-yl)imidazo[1,2-b]pyridazin-8-amine (0.10 g, 0.30 mmol), methyl 3-(4,4,5,5-tetramethyl-1,3,2-dioxaborolan-2-yl)benzoate (0.096 g, 0.36 mmol), Pd2(dba)3 (0.035 g, 0.061 mmol), X-phos (0.057 g, 0.122 mmol) and Na2CO3 (0.095 g, 0.912 mmol) in dioxane (20 mL) and water (5 mL) was heated to 100° C. for 16 h in a sealed tube under N2 atmosphere then concentrated in vacuo. The residue was purified by chromatography (silica gel, 10 g, 200˜...